From a dataset of the Open Reaction Database (ORD), a public repository of structured organic reaction records. describe an organic reaction: reactants, conditions, products, and yield Starting materials: Br, O=C([O-])[O-], Cc1nc2c(N)cc(N3CCOCC3)cc2n1Cc1cccc(Cl)c1Cl, O=N[O-], [Na+], [Na+], [Na+], O. Yields the product Cc1nc2c(Br)cc(N3CCOCC3)cc2n1Cc1cccc(Cl)c1Cl. Reaction SMILES: [BrH:37].[C:31](=[O:32])([O-:33])[O-:34].[Cl:5][c:6]1[c:7]([CH2:13][n:14]2[c:15]([CH3:30])[n:16][c:17]3[c:18]2[cH:19][c:20]([N:24]2[CH2:25][CH2:26][O:27][CH2:28][CH2:29]2)[cH:21][c:22]3[NH2:23])[cH:8][cH:9][cH:10][c:11]1[Cl:12].[N:1]([O-:2])=[O:3].[Na+:35].[Na+:36].[Na+:4].[OH2:38]>>[Cl:5][c:6]1[c:7]([CH2:13][n:14]2[c:15]([CH3:30])[n:16][c:17]3[c:18]2[cH:19][c:20]([N:24]2[CH2:25][CH2:26][O:27][CH2:28][CH2:29]2)[cH:21][c:22]3[Br:37])[cH:8][cH:9][cH:10][c:11]1[Cl:12]. Reactants: [Si](C)(C)(C(C)(C)C)OC1=CC(=C(C(=C1)C)C1=CC(=CC=C1)COC1=CC=C(C=C1)CCC(=O)OC(C)(C)C)C (tert-butyl 3-{4-[(4′-{[tert-butyl(dimethyl)silyl]oxy}-2′,6′-dimethylbiphenyl-3-yl)methoxy]phenyl}propanoate), [F-].C(CCC)[N+](CCCC)(CCCC)CCCC (tetrabutylammonium fluoride). Solvent: O1CCCC1 (tetrahydrofuran). Yields the product OC1=CC(=C(C(=C1)C)C1=CC(=CC=C1)COC1=CC=C(C=C1)CCC(=O)OC(C)(C)C)C (tert-butyl 3-{4-[(4′-hydroxy-2′,6′-dimethylbiphenyl-3-yl)methoxy]phenyl}propanoate). The yield is 89.8%. RXN SMILES: [Si]([O:8][C:9]1[CH:14]=[C:13]([CH3:15])[C:12]([C:16]2[CH:21]=[CH:20][CH:19]=[C:18]([CH2:22][O:23][C:24]3[CH:29]=[CH:28][C:27]([CH2:30][CH2:31][C:32]([O:34][C:35]([CH3:38])([CH3:37])[CH3:36])=[O:33])=[CH:26][CH:25]=3)[CH:17]=2)=[C:11]([CH3:39])[CH:10]=1)(C(C)(C)C)(C)C.[F-].C([N+](CCCC)(CCCC)CCCC)CCC>O1CCCC1>[OH:8][C:9]1[CH:10]=[C:11]([CH3:39])[C:12]([C:16]2[CH:21]=[CH:20][CH:19]=[C:18]([CH2:22][O:23][C:24]3[CH:29]=[CH:28][C:27]([CH2:30][CH2:31][C:32]([O:34][C:35]([CH3:37])([CH3:36])[CH3:38])=[O:33])=[CH:26][CH:25]=3)[CH:17]=2)=[C:13]([CH3:15])[CH:14]=1 |f:1.2|. Procedure details: To a solution of tert-butyl 3-{4-[(4′-{[tert-butyl(dimethyl)silyl]oxy}-2′,6′-dimethylbiphenyl-3-yl)methoxy]phenyl}propanoate (2.38 g, 4.35 mmol) in tetrahydrofuran (24 mL) was added tetrabutylammonium fluoride (1 M tetrahydrofuran solution, 4.79 mmol, 4.79 mL) at room temperature with stirring and the mixture was stirred at room temperature for 2 hrs. The reaction mixture was concentrated under reduced pressure and the residue was partitioned between water and ethyl acetate. The organic layer wa... Reactants: C(C1=CC=CC=C1)OC1=CC=C(C(=N1)NC1=C(C=CC=C1)Cl)[N+](=O)[O-] (6-(benzyloxy)-N-(2-chlorophenyl)-3-nitropyridin-2-amine), C1=CN(C=N1)C(=O)N2C=CN=C2 (CDI). The reagents and catalysts are [Ni] (Raney nickel). Run in CO (MeOH). Reaction conditions: time 8 hour. Yields the product C(C1=CC=CC=C1)OC1=CC=C2C(=N1)N(C(N2)=O)C2=C(C=CC=C2)Cl (5-(Benzyloxy)-3-(2-chlorophenyl)-1H-imidazo[4,5-b]pyridin-2(3H)-one). Isolated yield 121.9%. As a reaction SMILES: [CH2:1]([O:8][C:9]1[N:14]=[C:13]([NH:15][C:16]2[CH:21]=[CH:20][CH:19]=[CH:18][C:17]=2[Cl:22])[C:12]([N+:23]([O-])=O)=[CH:11][CH:10]=1)[C:2]1[CH:7]=[CH:6][CH:5]=[CH:4][CH:3]=1.C1N=CN([C:31](N2C=NC=C2)=[O:32])C=1>CO.[Ni]>[CH2:1]([O:8][C:9]1[N:14]=[C:13]2[N:15]([C:16]3[CH:21]=[CH:20][CH:19]=[CH:18][C:17]=3[Cl:22])[C:31](=[O:32])[NH:23][C:12]2=[CH:11][CH:10]=1)[C:2]1[CH:7]=[CH:6][CH:5]=[CH:4][CH:3]=1. Reported procedure: To a solution of 6-(benzyloxy)-N-(2-chlorophenyl)-3-nitropyridin-2-amine (750 mg, 2.11 mmol) in MeOH (20 mL) was added Raney nickel (300 mg). The reaction mixture was stirred overnight under H2 (1 atm), filtered through Celite® and concentrated. The residue was dissolved in DCM (40 mL) and CDI (410 mg, 2.53 mmol) was added. The mixture was stirred at room temperature for 4 h, washed with saturated NaHCO3 and water, dried over MgSO4 and concentrated to give the title compound (905 mg). LCMS m/z=3... The reactants are Cc1nc2ccccc2n1-c1nc(N2CCOCC2)c2nc(CBr)n(C)c2n1, N#CC1CCNCC1. Yields the product Cc1nc2ccccc2n1-c1nc(N2CCOCC2)c2nc(CN3CCC(C#N)CC3)n(C)c2n1. RXN SMILES: [Br:1][CH2:2][c:3]1[n:4]([CH3:28])[c:5]2[n:6][c:7](-[n:18]3[c:19]([CH3:27])[n:20][c:21]4[c:22]3[cH:23][cH:24][cH:25][cH:26]4)[n:8][c:9]([N:12]3[CH2:13][CH2:14][O:15][CH2:16][CH2:17]3)[c:10]2[n:11]1.[NH:29]1[CH2:30][CH2:31][CH:32]([C:35]#[N:36])[CH2:33][CH2:34]1>>[CH2:2]([c:3]1[n:4]([CH3:28])[c:5]2[n:6][c:7](-[n:18]3[c:19]([CH3:27])[n:20][c:21]4[c:22]3[cH:23][cH:24][cH:25][cH:26]4)[n:8][c:9]([N:12]3[CH2:13][CH2:14][O:15][CH2:16][CH2:17]3)[c:10]2[n:11]1)[N:29]1[CH2:30][CH2:31][CH:32]([C:35]#[N:36])[CH2:33][CH2:34]1. The reactants are C(C)(C)(C)O[C@H](C(=O)O)C1=C(C2=C(N=C(S2)C=2C=C3CC(N(C3=CC2)C)=O)C=C1C)C1=CC=C(C=C1)Cl ((S)-2-tert-butoxy-2-(7-(4-chlorophenyl)-5-methyl-2-(1-methyl-2-oxoindolin-5-yl)benzo[d]thiazol-6-yl)acetic acid), BrC=1C=C2CC(NC2=CC1)=O (5-bromoindolin-2-one). The product is C(C)(C)(C)O[C@H](C(=O)O)C1=C(C2=C(N=C(S2)C=2C=C3CC(NC3=CC2)=O)C=C1C)C1=CC=C(C=C1)Cl ((S)-2-tert-butoxy-2-(7-(4-chlorophenyl)-5-methyl-2-(2-oxoindolin-5-yl)benzo[d]thiazol-6-yl)acetic acid). Reaction SMILES: [C:1]([O:5][C@@H:6]([C:10]1[C:29]([CH3:30])=[CH:28][C:13]2[N:14]=[C:15]([C:17]3[CH:18]=[C:19]4[C:23](=[CH:24][CH:25]=3)[N:22](C)[C:21](=[O:27])[CH2:20]4)[S:16][C:12]=2[C:11]=1[C:31]1[CH:36]=[CH:35][C:34]([Cl:37])=[CH:33][CH:32]=1)[C:7]([OH:9])=[O:8])([CH3:4])([CH3:3])[CH3:2].BrC1C=C2C(=CC=1)NC(=O)C2>>[C:1]([O:5][C@@H:6]([C:10]1[C:29]([CH3:30])=[CH:28][C:13]2[N:14]=[C:15]([C:17]3[CH:18]=[C:19]4[C:23](=[CH:24][CH:25]=3)[NH:22][C:21](=[O:27])[CH2:20]4)[S:16][C:12]=2[C:11]=1[C:31]1[CH:36]=[CH:35][C:34]([Cl:37])=[CH:33][CH:32]=1)[C:7]([OH:9])=[O:8])([CH3:4])([CH3:2])[CH3:3]. Procedure: (S)-2-tert-butoxy-2-(7-(4-chlorophenyl)-5-methyl-2-(2-oxoindolin-5-yl)benzo[d]thiazol-6-yl)acetic acid was prepared in a similar manner as (S)-2-tert-butoxy-2-(7-(4-chlorophenyl)-5-methyl-2-(1-methyl-2-oxoindolin-5-yl)benzo[d]thiazol-6-yl)acetic acid except 5-bromoindolin-2-one was used instead of 5-bromo-1-methylindolin-2-one. LCMS-ESI+: calc'd C28H26ClN2O4S: 521.1 (M+H+); Found: 521.2 (M+H+). 1H NMR (400 MHz, CD3OD) δ: 7.91-7.88 (m, 2 H), 7.77 (s, 1H), 7.66 (m, 1H), 7.59-7.56 (m, 2H), 6.99 (d,... The reactants are O=C([O-])[O-], Cc1cccc(O)c1C, CN(C)C=O, [Cl-], CC#CCOc1cc(Cl)ncn1, [K+], [K+], [NH4+]. The product is CC#CCOc1cc(Oc2cccc(C)c2C)ncn1. Reaction SMILES: [C:13](=[O:14])([O-:15])[O-:16].[CH3:19][c:20]1[c:21]([OH:27])[cH:22][cH:23][cH:24][c:25]1[CH3:26].[CH3:30][N:31]([CH3:32])[CH:33]=[O:34].[Cl-:28].[Cl:1][c:2]1[n:3][cH:4][n:5][c:6]([O:8][CH2:9][C:10]#[C:11][CH3:12])[cH:7]1.[K+:17].[K+:18].[NH4+:29]>>[c:2]1([O:27][c:21]2[c:20]([CH3:19])[c:25]([CH3:26])[cH:24][cH:23][cH:22]2)[n:3][cH:4][n:5][c:6]([O:8][CH2:9][C:10]#[C:11][CH3:12])[cH:7]1. Starting materials: C(=O)[C@H]1CN(C[C@@H]1C1=CC=CC=C1)[C@@H](C(=O)OCC1=CC=CC=C1)C1CCCCC1 (2-(R)-(3-(R)-formyl-4-(S)-phenylpyrrolidin-1-yl)-2-(cyclohexyl)acetic acid, benzyl ester), OC1(CCNCC1)CCCC1=CC2=CC=CC=C2C=C1 (4-hydroxy-4-(3-(2-naphthyl)propyl)piperidine), OC1(CCNCC1)CCCC1=CC2=CC=CC=C2C=C1 (4-Hydroxy-4-(3-(2-naphthyl)propyl)piperidine). The product is OC1(CCN(CC1)C[C@H]1CN(C[C@@H]1C1=CC=CC=C1)[C@@H](C(=O)O)C1CCCCC1)CCCC1=CC2=CC=CC=C2C=C1 (2-(R)-(3-(S)-((4-Hydroxy-4-(3-(2-napthyl)propyl)piperidin-1-yl)methyl)-4-(S)-phenylpyrrolidin-1-yl)-2-(cyclohexyl)acetic acid). As a reaction SMILES: [CH:1]([C@@H:3]1[C@@H:7]([C:8]2[CH:13]=[CH:12][CH:11]=[CH:10][CH:9]=2)[CH2:6][N:5]([C@H:14]([CH:25]2[CH2:30][CH2:29][CH2:28][CH2:27][CH2:26]2)[C:15]([O:17]CC2C=CC=CC=2)=[O:16])[CH2:4]1)=O.[OH:31][C:32]1([CH2:38][CH2:39][CH2:40][C:41]2[CH:50]=[CH:49][C:48]3[C:43](=[CH:44][CH:45]=[CH:46][CH:47]=3)[CH:42]=2)[CH2:37][CH2:36][NH:35][CH2:34][CH2:33]1>>[OH:31][C:32]1([CH2:38][CH2:39][CH2:40][C:41]2[CH:50]=[CH:49][C:48]3[C:43](=[CH:44][CH:45]=[CH:46][CH:47]=3)[CH:42]=2)[CH2:33][CH2:34][N:35]([CH2:1][C@@H:3]2[C@@H:7]([C:8]3[CH:13]=[CH:12][CH:11]=[CH:10][CH:9]=3)[CH2:6][N:5]([C@H:14]([CH:25]3[CH2:26][CH2:27][CH2:28][CH2:29][CH2:30]3)[C:15]([OH:17])=[O:16])[CH2:4]2)[CH2:36][CH2:37]1. Procedure details: The title compound was prepared from 2-(R)-(3-(R)-formyl-4-(S)-phenylpyrrolidin-1-yl)-2-(cyclohexyl)acetic acid, benzyl ester (from EXAMPLE 1, Step I) and 4-hydroxy-4-(3-(2-naphthyl)propyl)piperidine.HCl (from EXAMPLE 82, Step A) using procedures analogous to those described in EXAMPLE 71, Steps A and B. For the title compound: 1H NMR (500 MHz) δ 0.89-3.88 (35H), 7.22-7.77 (12H); ESI-MS 569.6 (M+H). Reactants: ice, N (ammonia), FC1=C(C(=C(C(=C1C(C(=O)Cl)C)F)F)F)F ((-)-2-(pentafluorophenyl)propionyl chloride). The solvent is O (water). Run at time 30 minute. Product: FC1=C(C(=C(C(=C1C(C(=O)N)C)F)F)F)F ((-)-2-(pentafluorophenyl)propaneamide). RXN SMILES: [NH3:1].[F:2][C:3]1[C:8]([CH:9]([CH3:13])[C:10](Cl)=[O:11])=[C:7]([F:14])[C:6]([F:15])=[C:5]([F:16])[C:4]=1[F:17]>O>[F:2][C:3]1[C:8]([CH:9]([CH3:13])[C:10]([NH2:1])=[O:11])=[C:7]([F:14])[C:6]([F:15])=[C:5]([F:16])[C:4]=1[F:17]. Reported procedure: To an ice-cooled 10 ml of concentrated aqueous ammonia, was added dropwise 2.5 g of (-)-2-(pentafluorophenyl)-propanoyl chloride obtained in Example 5. After stirring for 30 minutes at room temperature, the reaction mixture was diluted with water, extracted with ethyl acetate and then dried over magnesium sulfate. The solvent was distilled off under reduced pressure, and the subsequent recrystallization from a hexane-ether mixed solvent gave 1.92 g of (-)-2-(pentafluorophenyl)propaneamide as col... The reactants are [Br-], CCOC(=O)CC(C)=O, [Cl-], [NH4+], [Mg+]c1ccc(Oc2ccccc2)cc1. Yields the product CCOC(=O)CC(C)(O)c1ccc(Oc2ccccc2)cc1. RXN SMILES: [Br-:12].[CH2:1]([CH3:2])[O:3][C:4]([CH2:5][C:6](=[O:7])[CH3:8])=[O:9].[Cl-:10].[NH4+:11].[O:13]([c:14]1[cH:15][cH:16][cH:17][cH:18][cH:19]1)[c:20]1[cH:21][cH:22][c:23]([Mg+:26])[cH:24][cH:25]1>>[CH2:1]([CH3:2])[O:3][C:4]([CH2:5][C:6]([OH:7])([CH3:8])[c:23]1[cH:22][cH:21][c:20]([O:13][c:14]2[cH:15][cH:16][cH:17][cH:18][cH:19]2)[cH:25][cH:24]1)=[O:9]. Starting materials: C1(=CC=CC=C1)C1C(C1)C(=O)Cl (2-phenylcyclopropanecarbonyl chloride), NC1=CC=C(N=N1)N1CCN(CC1)C(=O)C1=C(C=CC=C1)C(F)(F)F ([4-(6-aminopyridazin-3-yl)piperazin-1-yl](2-trifluoromethylphenyl)-methanone). The product is C1(=CC=CC=C1)C1C(C1)C(=O)N(C(=O)C1C(C1)C1=CC=CC=C1)C=1N=NC(=CC1)N1CCN(CC1)C(C1=C(C=CC=C1)C(F)(F)F)=O (2-Phenylcyclopropanecarboxylic acid (2-phenylcyclopropanecarbonyl){6-[4-(2trifluoromethylbenzoyl)piperazin-1-yl]pyridazin-3-yl}amide). As a reaction SMILES: [C:1]1([CH:7]2[CH2:9][CH:8]2[C:10](Cl)=[O:11])[CH:6]=[CH:5][CH:4]=[CH:3][CH:2]=1.[NH2:13][C:14]1[N:19]=[N:18][C:17]([N:20]2[CH2:25][CH2:24][N:23]([C:26]([C:28]3[CH:33]=[CH:32][CH:31]=[CH:30][C:29]=3[C:34]([F:37])([F:36])[F:35])=[O:27])[CH2:22][CH2:21]2)=[CH:16][CH:15]=1>>[C:1]1([CH:7]2[CH2:9][CH:8]2[C:10]([N:13]([C:14]2[N:19]=[N:18][C:17]([N:20]3[CH2:21][CH2:22][N:23]([C:26](=[O:27])[C:28]4[CH:33]=[CH:32][CH:31]=[CH:30][C:29]=4[C:34]([F:37])([F:36])[F:35])[CH2:24][CH2:25]3)=[CH:16][CH:15]=2)[C:10]([CH:8]2[CH2:9][CH:7]2[C:1]2[CH:6]=[CH:5][CH:4]=[CH:3][CH:2]=2)=[O:11])=[O:11])[CH:6]=[CH:5][CH:4]=[CH:3][CH:2]=1. Procedure details: Following the procedure of Example 6, making variations only as required to use 2-phenylcyclopropanecarbonyl chloride in place of phenoxyacetyl chloride to react with [4-(6-aminopyridazin-3-yl)piperazin-1-yl](2-trifluoromethylphenyl)-methanone, both compounds were obtained from the reaction. 2-Phenylcyclopropanecarboxylic acid (2-phenylcyclopropanecarbonyl){6-[4-(2trifluoromethylbenzoyl)piperazin-1-yl]pyridazin-3-yl}amide was isolated by column chromatography eluting with EtOAc:hexane=40:60 and ...